This data is from the Open Reaction Database (ORD), a public repository of structured organic reaction records. The task is: describe an organic reaction: reactants, conditions, products, and yield Starting materials: glycosylamine, O=C[C@H](O)[C@@H](O)[C@H](O)[C@H](O)CO (D-(+)-glucose), C([O-])(O)=O.[NH4+] (ammonium bicarbonate), NC1=CC=C(C(C(=O)O)=C1)O (5-aminosalicylic acid), unsubstituted glycosyl-1-amine, C1, C(Cl)(Cl)Cl (CHCl3). Run in N1=CC=CC=C1 (pyridine), CO (MeOH). Yields the product [C@@H]1([C@H](O)[C@@H](O)[C@H](O)[C@H](O1)CO)N (Beta-D-glucosylamine). Reaction SMILES: [O:1]=[CH:2][C@@H:3]([C@H:5]([C@@H:7]([C@@H:9]([CH2:11][OH:12])[OH:10])[OH:8])[OH:6])O.C(=O)(O)[O-].[NH4+].[NH2:18]C1C=C(C(O)=O)C(O)=CC=1.C(Cl)(Cl)Cl>N1C=CC=CC=1.CO>[C@@H:11]1([NH2:18])[O:12][C@H:3]([CH2:2][OH:1])[C@@H:5]([OH:6])[C@H:7]([OH:8])[C@H:9]1[OH:10] |f:1.2|. Procedure: Beta-D-glucosylamine is prepared by the reaction of D-(+)-glucose with ammonium bicarbonate as described by Likhosherstov, L. M. et al. (Carbohydr. Res. 146: C1, 1986). A reaction mixture containing the glycosylamine and a 1- to 2-fold excess by weight of 5-aminosalicylic acid is allowed to react overnight in pyridine at 50° C. The reaction is monitored by thin-layer chromatography (TLC) (silica gel; eluent: CHCl3:MeOH, 1:1, by volume). The solvent is removed, and the reaction mixture is purifie... The reactants are CNC(=O)CBr, CC(=O)O, CCOC(C)=O, [Na], CC(C)CN(CC(O)C(Cc1ccc(O)cc1)NC(=O)OC1COC2OCCC12)S(=O)(=O)c1ccc2c(c1)OCO2, C1CCOC1. Yields the product CNC(=O)COc1ccc(CC(NC(=O)OC2COC3OCCC23)C(O)CN(CC(C)C)S(=O)(=O)c2ccc3c(c2)OCO3)cc1. RXN SMILES: [CH3:43][NH:44][C:45]([CH2:46][Br:47])=[O:48].[CH3:49][C:50](=[O:51])[OH:52].[CH3:58][CH2:59][O:60][C:61](=[O:62])[CH3:63].[Na:42].[O:1]1[CH2:2][O:3][c:4]2[c:5]1[cH:6][cH:7][c:8]([S:10](=[O:11])(=[O:12])[N:13]([CH2:14][CH:15]([CH:16]([CH2:17][c:18]1[cH:19][cH:20][c:21]([OH:24])[cH:22][cH:23]1)[NH:25][C:26]([O:27][CH:28]1[CH2:29][O:30][CH:31]3[O:32][CH2:33][CH2:34][CH:35]13)=[O:36])[OH:37])[CH2:38][CH:39]([CH3:40])[CH3:41])[cH:9]2.[O:53]1[CH2:54][CH2:55][CH2:56][CH2:57]1>>[O:1]1[CH2:2][O:3][c:4]2[c:5]1[cH:6][cH:7][c:8]([S:10](=[O:11])(=[O:12])[N:13]([CH2:14][CH:15]([CH:16]([CH2:17][c:18]1[cH:19][cH:20][c:21]([O:24][CH2:46][C:45]([NH:44][CH3:43])=[O:48])[cH:22][cH:23]1)[NH:25][C:26]([O:27][CH:28]1[CH2:29][O:30][CH:31]3[O:32][CH2:33][CH2:34][CH:35]13)=[O:36])[OH:37])[CH2:38][CH:39]([CH3:40])[CH3:41])[cH:9]2. Starting materials: Cl (hydrochloric acid), C(C)C1(CSC2=CC(=CC=C2C1=O)OC)C1=CC=C(C=C1)OC (3-ethyl-7-methoxy-3-(4-methoxyphenyl)-thiochroman-4-one), [H-].[Al+3].[Li+].[H-].[H-].[H-] (lithium aluminum hydride), C(C=C)[Si](C)(C)C (allyltrimethylsilane), Cl (hydrochloric acid). The reagents and catalysts are [I-].[Zn+2].[I-] (Zinc iodide). The solvent is CO (methanol), C(C)(=O)OCC (Ethyl acetate), O1CCCC1 (tetrahydrofuran), O1CCCC1 (tetrahydrofuran), O (Water). Run at temperature -20 celsius, time 4 hour. Yields the product C(C)C1(CSC2=CC(=CC=C2C1CC=C)OC)C1=CC=C(C=C1)OC ((3RS,4RS)-3-ethyl-7-methoxy-3-(4-methoxyphenyl)-4-(2-propenyl)thiochroman). Yield: 117.8%. Reaction SMILES: [CH2:1]([C:3]1(C2C=CC(OC)=CC=2)[C:12](=O)[C:11]2[C:6](=[CH:7][C:8]([O:14][CH3:15])=[CH:9][CH:10]=2)[S:5][CH2:4]1)[CH3:2].[H-].[Al+3].[Li+].[H-].[H-].[H-].Cl.[CH2:31]([Si](C)(C)C)[CH:32]=[CH2:33]>O1CCCC1.[I-].[Zn+2].[I-].O.CO.C(OCC)(=O)C>[CH2:32]([C:31]1([C:11]2[CH:10]=[CH:9][C:8]([O:14][CH3:15])=[CH:7][CH:6]=2)[CH:12]([CH2:3][CH:1]=[CH2:2])[C:11]2[C:6](=[CH:7][C:8]([O:14][CH3:15])=[CH:9][CH:10]=2)[S:5][CH2:4]1)[CH3:33] |f:1.2.3.4.5.6,10.11.12|. Reported procedure: A solution of 3-ethyl-7-methoxy-3-(4-methoxyphenyl)-thiochroman-4-one (13.7 g, 41.8 mmol) in anhydrous tetrahydrofuran (100 ml) was added dropwise to a solution of lithium aluminum hydride (950 mg, 25 mmol) in anhydrous tetrahydrofuran (100 ml) at −78° C. under argon atmosphere, and the resulting mixture was warmed to −20° C. over 1 hour. Ethyl acetate, methanol and 2N aqueous hydrochloric acid were added sequentially to the reaction mixture, which was then filtered through cellite. After extrac... Reactants: C1CCOC1, COC(=O)c1cnc(Oc2cc(OC(CF)CF)cc(C(=O)Nc3ccn(C)n3)c2)cn1, [Li+], [OH-], O, O. Product: Cn1ccc(NC(=O)c2cc(Oc3cnc(C(=O)O)cn3)cc(OC(CF)CF)c2)n1. As a reaction SMILES: [CH2:37]1[O:38][CH2:39][CH2:40][CH2:41]1.[F:4][CH2:5][CH:6]([CH2:7][F:8])[O:9][c:10]1[cH:11][c:12]([O:25][c:26]2[n:27][cH:28][c:29]([C:32](=[O:33])[O:34][CH3:35])[n:30][cH:31]2)[cH:13][c:14]([C:16](=[O:17])[NH:18][c:19]2[n:20][n:21]([CH3:24])[cH:22][cH:23]2)[cH:15]1.[Li+:3].[OH-:2].[OH2:1].[OH2:36]>>[F:4][CH2:5][CH:6]([CH2:7][F:8])[O:9][c:10]1[cH:11][c:12]([O:25][c:26]2[n:27][cH:28][c:29]([C:32](=[O:33])[OH:34])[n:30][cH:31]2)[cH:13][c:14]([C:16](=[O:17])[NH:18][c:19]2[n:20][n:21]([CH3:24])[cH:22][cH:23]2)[cH:15]1. Reactants: C1(CCCCO1)=O (δ-Valerolactone), [Li+].CC(C)[N-]C(C)C (LDA), C1CCOC1 (THF), C(C1=CC=CC=C1)Br (benzyl bromide). Conditions: temperature -78 celsius, time 40 minute. Yields the product C(C1=CC=CC=C1)C(C(=O)OC)CCCO (methyl 2-benzyl-5-hydroxy-pentanoate). Yield: 40.0%. RXN SMILES: [C:1]1(=[O:7])[O:6][CH2:5]CCC1.[Li+].CC([N-]C(C)C)C.[CH2:16](Br)[C:17]1[CH:22]=[CH:21][CH:20]=[CH:19][CH:18]=1.[CH2:24]1[CH2:28][O:27][CH2:26][CH2:25]1>>[CH2:16]([CH:28]([CH2:24][CH2:25][CH2:26][OH:27])[C:1]([O:6][CH3:5])=[O:7])[C:17]1[CH:22]=[CH:21][CH:20]=[CH:19][CH:18]=1 |f:1.2|. Reported procedure: δ-Valerolactone (7.14 g, 71.35 mmol) was slowly added to a flask containing freshly made LDA (80 mmol) in 200 ml of dry THF at -78° C. under N2. After stirring the solution for 40 min at -78° C., benzyl bromide (12.20 g, 71 mmol) was added. The bath was removed and the reaction was stirred at room temperature for 40 min. At the end, the crude mixture was poured to a slurry of AcOEt-Hexane and 0.5 N H2SO4. The organic layer was washed with brine, dried over MgSO4 and concentrated in vacuo. The cr... Starting materials: C1CCOC1, CNOC, COC(=O)c1cc(OC)cc(C(F)(F)F)c1, CC(C)[Mg+], [Cl-]. Yields the product COc1cc(C(=O)N(C)OC)cc(C(F)(F)F)c1. Reaction SMILES: [CH2:26]1[O:27][CH2:28][CH2:29][CH2:30]1.[CH3:17][NH:18][O:19][CH3:20].[CH3:1][O:2][c:3]1[cH:4][c:5]([C:6]([O:8][CH3:7])=[O:9])[cH:10][c:11]([C:13]([F:14])([F:15])[F:16])[cH:12]1.[CH:22]([Mg+:23])([CH3:24])[CH3:25].[Cl-:21]>>[CH3:1][O:2][c:3]1[cH:4][c:5]([C:6](=[O:8])[N:18]([CH3:17])[O:19][CH3:20])[cH:10][c:11]([C:13]([F:14])([F:15])[F:16])[cH:12]1. The reactants are BrBr (bromine), C(C1=CC=CC=C1)OC=1C=CC=C2C=C(C(NC12)=O)C (8-benzyloxy-3-methyl-1H-quinolin-2-one), C(C)(=O)[O-].[Na+] (sodium acetate). Run in C(C)(=O)O (acetic acid), C(C)(=O)O (acetic acid). Conditions: time 3 hour. Product: C(C1=CC=CC=C1)OC=1C=CC(=C2C=C(C(NC12)=O)C)Br (8-Benzyloxy-5-bromo-3-methyl-1H-quinolin-2-one). As a reaction SMILES: [Br:1]Br.[CH2:3]([O:10][C:11]1[CH:12]=[CH:13][CH:14]=[C:15]2[C:20]=1[NH:19][C:18](=[O:21])[C:17]([CH3:22])=[CH:16]2)[C:4]1[CH:9]=[CH:8][CH:7]=[CH:6][CH:5]=1.C([O-])(=O)C.[Na+]>C(O)(=O)C>[CH2:3]([O:10][C:11]1[CH:12]=[CH:13][C:14]([Br:1])=[C:15]2[C:20]=1[NH:19][C:18](=[O:21])[C:17]([CH3:22])=[CH:16]2)[C:4]1[CH:5]=[CH:6][CH:7]=[CH:8][CH:9]=1 |f:2.3|. Procedure: A solution of bromine (0.57 g) in acetic acid (2 mL) is added dropwise to a solution of 8-benzyloxy-3-methyl-1H-quinolin-2-one (0.94 g) and sodium acetate (0.96 g) in acetic acid (12 mL) at room temperature. The reaction mixture is stirred at room temperature for 3 hours, evaporated, the residue partitioned between water (5 mL) and ethyl acetate (5 mL), extracting a further 2× with ethyl acetate (5 mL). Combined organic extracts are dried over magnesium sulphate and purified by flash column chro... The reactants are FC1=CC=C(N)C=C1 (4-fluoroaniline), CC1=CC(=NC(=N1)Cl)N1CC2=CC=CC=C2CC1 (6-methyl-4-(1,2,3,4-tetrahydroisoquinoline-2-yl)-2-chloropyrimidine). The solvent is CN(C=O)C (dimethylformamide). The product is Cl.CC1=CC(=NC(=N1)NC1=CC=C(C=C1)F)N1CC2=CC=CC=C2CC1 (6-methyl-2-(4-fluorophenylamino)-4-(1,2,3,4-tetrahydroisoquinoline-2-yl)pyrimidine hydrochloride). Yield: 42.6%. Reaction SMILES: [F:1][C:2]1[CH:8]=[CH:7][C:5]([NH2:6])=[CH:4][CH:3]=1.[CH3:9][C:10]1[N:15]=[C:14]([Cl:16])[N:13]=[C:12]([N:17]2[CH2:26][CH2:25][C:24]3[C:19](=[CH:20][CH:21]=[CH:22][CH:23]=3)[CH2:18]2)[CH:11]=1>CN(C)C=O>[ClH:16].[CH3:9][C:10]1[N:15]=[C:14]([NH:6][C:5]2[CH:7]=[CH:8][C:2]([F:1])=[CH:3][CH:4]=2)[N:13]=[C:12]([N:17]2[CH2:26][CH2:25][C:24]3[C:19](=[CH:20][CH:21]=[CH:22][CH:23]=3)[CH2:18]2)[CH:11]=1 |f:3.4|. Reported procedure: After 4-fluoroaniline(0.7 ml, 7.4 mmol) was added to a mixture solution of 6-methyl-4-(1,2,3,4-tetrahydroisoquinoline-2-yl)-2-chloropyrimidine(1.0 g, 3.8 mmol) and dimethylformamide(10 ml), 0.6 g of the titled compound was obtained in accordance with the same procedure as in Step 2 of Example 1.